From a dataset of the Open Reaction Database (ORD), a public repository of structured organic reaction records. describe an organic reaction: reactants, conditions, products, and yield Product: CCNCc1nocc1C. Starting materials: Cc1conc1CBr, C1CCOC1, CCN. Reaction SMILES: [Br:1][CH2:2][c:3]1[n:4][o:5][cH:6][c:7]1[CH3:8].[CH2:12]1[O:13][CH2:14][CH2:15][CH2:16]1.[CH3:9][CH2:10][NH2:11]>>[CH2:2]([c:3]1[n:4][o:5][cH:6][c:7]1[CH3:8])[NH:11][CH2:10][CH3:9].